From a dataset of the Open Reaction Database (ORD), a public repository of structured organic reaction records. describe an organic reaction: reactants, conditions, products, and yield The reactants are CC(NC(=O)C(O)C(CCCCNC(=O)OCc1ccccc1)NC(=O)OC(C)(C)C)c1ccccc1, CCO, [H][H], O. Product: CC(NC(=O)C(O)C(CCCCN)NC(=O)OC(C)(C)C)c1ccccc1. As a reaction SMILES: [CH2:1]([O:2][C:3](=[O:4])[NH:11][CH2:12][CH2:13][CH2:14][CH2:15][CH:16]([CH:17]([C:18]([NH:19][CH:20]([CH3:21])[c:22]1[cH:23][cH:24][cH:25][cH:26][cH:27]1)=[O:28])[OH:29])[NH:30][C:31]([O:32][C:33]([CH3:34])([CH3:35])[CH3:36])=[O:37])[c:5]1[cH:6][cH:7][cH:8][cH:9][cH:10]1.[CH3:41][CH2:42][OH:43].[H:38][H:39].[OH2:40]>>[NH2:11][CH2:12][CH2:13][CH2:14][CH2:15][CH:16]([CH:17]([C:18]([NH:19][CH:20]([CH3:21])[c:22]1[cH:23][cH:24][cH:25][cH:26][cH:27]1)=[O:28])[OH:29])[NH:30][C:31]([O:32][C:33]([CH3:34])([CH3:35])[CH3:36])=[O:37]. Reactants: solution, C[Si](C)(C)[N-][Si](C)(C)C.[Li+] (Lithium bis(trimethylsilyl)amide), IC (iodomethane), C1(CCCCC1)NC1=NC(N([C@]12C[C@@H](N(CC2)CC2=CC(=CC=C2)OC(C)C)C)C2=CC(=CC=C2)F)=O ((5R,7S)-4-(cyclohexylamino)-1-(3-fluorophenyl)-8-(3-isopropoxybenzyl)-7-methyl-1,3,8-triazaspiro[4.5]dec-3-en-2-one), C(C)(=O)O (acetic acid). Run in C1CCOC1 (THF), C1CCOC1 (THF). Run at temperature -78 celsius, time 30 minute. Product: C1(CCCCC1)N=C1N(C(N([C@]12C[C@@H](N(CC2)CC2=CC(=CC=C2)OC(C)C)C)C2=CC(=CC=C2)F)=O)C ((5R,7S)-4-(cyclohexylimino)-1-(3-fluorophenyl)-8-(3-isopropoxybenzyl)-3,7-dimethyl-1,3,8-triazaspiro[4.5]decan-2-one). RXN SMILES: [CH:1]1([NH:7][C:8]2[C@:12]3([CH2:17][CH2:16][N:15]([CH2:18][C:19]4[CH:24]=[CH:23][CH:22]=[C:21]([O:25][CH:26]([CH3:28])[CH3:27])[CH:20]=4)[C@@H:14]([CH3:29])[CH2:13]3)[N:11]([C:30]3[CH:35]=[CH:34][CH:33]=[C:32]([F:36])[CH:31]=3)[C:10](=[O:37])[N:9]=2)[CH2:6][CH2:5][CH2:4][CH2:3][CH2:2]1.[CH3:38][Si]([N-][Si](C)(C)C)(C)C.[Li+].IC.C(O)(=O)C>C1COCC1>[CH:1]1([N:7]=[C:8]2[C@:12]3([CH2:17][CH2:16][N:15]([CH2:18][C:19]4[CH:24]=[CH:23][CH:22]=[C:21]([O:25][CH:26]([CH3:27])[CH3:28])[CH:20]=4)[C@@H:14]([CH3:29])[CH2:13]3)[N:11]([C:30]3[CH:35]=[CH:34][CH:33]=[C:32]([F:36])[CH:31]=3)[C:10](=[O:37])[N:9]2[CH3:38])[CH2:6][CH2:5][CH2:4][CH2:3][CH2:2]1 |f:1.2|. Procedure: (5R,7S)-4-(cyclohexylamino)-1-(3-fluorophenyl)-8-(3-isopropoxybenzyl)-7-methyl-1,3,8-triazaspiro[4.5]dec-3-en-2-one (11-10, 0.5 g, 0.1 mmoles) was dissolved in THF (2 mL) in an oven-dried flask and the solution was cooled under nitrogen to −78° C. in a dry ice/acetone bath. To the cooled reaction was added a 1 M solution of Lithium bis(trimethylsilyl)amide in THF (0.3 mL, 0.3 mmoles) dropwise, and the solution was warmed to −20° C. for 10 min. The solution was cooled to −50° C. and iodomethane (... Yields the product CN1CCN(Cc2ccc([N+](=O)[O-])cc2)CC1. Reactants: CN1CCNCC1, ClCCl, O=Cc1ccc([N+](=O)[O-])cc1. Reaction SMILES: [CH3:12][N:13]1[CH2:14][CH2:15][NH:16][CH2:17][CH2:18]1.[Cl:19][CH2:20][Cl:21].[N+:1](=[O:2])([O-:3])[c:4]1[cH:5][cH:6][c:7]([CH:8]=[O:9])[cH:10][cH:11]1>>[N+:1](=[O:2])([O-:3])[c:4]1[cH:5][cH:6][c:7]([CH2:8][N:16]2[CH2:15][CH2:14][N:13]([CH3:12])[CH2:18][CH2:17]2)[cH:10][cH:11]1.